This data is from the Open Reaction Database (ORD), a public repository of structured organic reaction records. The task is: describe an organic reaction: reactants, conditions, products, and yield Reactants: C(C)(C)(C)OC(CN1C(=NC2=C1C=CC=C2)SCC2=C(C=CC=C2)OC)=O (tert-butyl[2-(2-methoxy-benzylsulfanyl)-benzoimidazol-1-yl]-acetate). Run in C(=O)(C(F)(F)F)O.ClCCl (TFA dichloromethane). Product: COC1=C(CSC2=NC3=C(N2CC(=O)O)C=CC=C3)C=CC=C1 ([2-(2-Methoxy-benzylsulfanyl)-benzoimidazol-1-yl]-acetic acid). Yield: 97.4%. RXN SMILES: C([O:5][C:6](=[O:27])[CH2:7][N:8]1[C:12]2[CH:13]=[CH:14][CH:15]=[CH:16][C:11]=2[N:10]=[C:9]1[S:17][CH2:18][C:19]1[CH:24]=[CH:23][CH:22]=[CH:21][C:20]=1[O:25][CH3:26])(C)(C)C>C(O)(C(F)(F)F)=O.ClCCl>[CH3:26][O:25][C:20]1[CH:21]=[CH:22][CH:23]=[CH:24][C:19]=1[CH2:18][S:17][C:9]1[N:8]([CH2:7][C:6]([OH:27])=[O:5])[C:12]2[CH:13]=[CH:14][CH:15]=[CH:16][C:11]=2[N:10]=1 |f:1.2|. Procedure: A solution of tert-butyl[2-(2-methoxy-benzylsulfanyl)-benzoimidazol-1-yl]-acetate (Precursor C-01b, 20 mg, 0.05 mmol) is stirred in TFA/dichloromethane (1:1, 4.0 ml) at rt overnight. The volatiles are removed in vacuo and the residue is dried under high vacuum, yielding the title compound (16.0 mg) in 94% as a white solid: tR=5.27 min (LC-1), MS (pos.): m/z 329.22 [M+H]+, MS (neg.): m/z 327.20 [M−H]+; 1H-NMR (DMSO-d6): δ (ppm) 3.82 (s, 3H, OCH3), 4.51 (s, 2H, SCH2), 4.92 (s, 2H, CH2CO2), 6.89 (t... Starting materials: COc1cc(C#N)ccc1OCCCBr, CC#N, Fc1ccc2c(C3CCNCC3)noc2c1, [K+], [K+], O=C([O-])[O-]. Product: COc1cc(C#N)ccc1OCCCN1CCC(c2noc3cc(F)ccc23)CC1. RXN SMILES: [Br:23][CH2:24][CH2:25][CH2:26][O:27][c:28]1[c:29]([O:36][CH3:37])[cH:30][c:31]([C:32]#[N:33])[cH:34][cH:35]1.[CH3:38][C:39]#[N:40].[F:1][c:2]1[cH:3][c:4]2[c:5]([c:6]([CH:9]3[CH2:10][CH2:11][NH:12][CH2:13][CH2:14]3)[n:7][o:8]2)[cH:15][cH:16]1.[K+:17].[K+:18].[O-:19][C:20]([O-:21])=[O:22]>>[F:1][c:2]1[cH:3][c:4]2[c:5]([c:6]([CH:9]3[CH2:10][CH2:11][N:12]([CH2:24][CH2:25][CH2:26][O:27][c:28]4[c:29]([O:36][CH3:37])[cH:30][c:31]([C:32]#[N:33])[cH:34][cH:35]4)[CH2:13][CH2:14]3)[n:7][o:8]2)[cH:15][cH:16]1.